This data is from the Open Reaction Database (ORD), a public repository of structured organic reaction records. The task is: describe an organic reaction: reactants, conditions, products, and yield Starting materials: CCO, Cc1cccc(C)c1N, Cc1cc(Cl)nc(-c2ccccn2)n1, Cl, [Na+], [OH-], O. Product: Cc1cc(Nc2c(C)cccc2C)nc(-c2ccccn2)n1. RXN SMILES: [CH2:27]([OH:28])[CH3:29].[CH3:15][c:16]1[cH:17][cH:18][cH:19][c:20]([CH3:21])[c:22]1[NH2:23].[Cl:1][c:2]1[n:3][c:4](-[c:9]2[n:10][cH:11][cH:12][cH:13][cH:14]2)[n:5][c:6]([CH3:8])[cH:7]1.[ClH:24].[Na+:26].[OH-:25].[OH2:30]>>[c:2]1([NH:23][c:22]2[c:16]([CH3:15])[cH:17][cH:18][cH:19][c:20]2[CH3:21])[n:3][c:4](-[c:9]2[n:10][cH:11][cH:12][cH:13][cH:14]2)[n:5][c:6]([CH3:8])[cH:7]1. The reactants are BrC1=NC(=CC=C1)C=CC=1N(C=C(N1)C1=CC=CC=C1)C (2-bromo-6-(2-(1-methyl-4-phenyl-1H-imidazol-2-yl)vinyl)pyridine), C(#N)[Zn] (cyanozinc). Reagents/catalysts: C=1C=CC(=CC1)[P](C=2C=CC=CC2)(C=3C=CC=CC3)[Pd]([P](C=4C=CC=CC4)(C=5C=CC=CC5)C=6C=CC=CC6)([P](C=7C=CC=CC7)(C=8C=CC=CC8)C=9C=CC=CC9)[P](C=1C=CC=CC1)(C=1C=CC=CC1)C=1C=CC=CC1 (tetrakis(triphenylphosphine)palladium(0)). The solvent is CN(C)C=O (DMF). Run at temperature 130 celsius, time 3 hour. The product is CN1C(=NC(=C1)C1=CC=CC=C1)C=CC1=CC=CC(=N1)C#N (6-(2-(1-methyl-4-phenyl-1H-imidazol-2-yl)vinyl)-picolinonitrile). Yield: 98.7%. RXN SMILES: Br[C:2]1[CH:7]=[CH:6][CH:5]=[C:4]([CH:8]=[CH:9][C:10]2[N:11]([CH3:21])[CH:12]=[C:13]([C:15]3[CH:20]=[CH:19][CH:18]=[CH:17][CH:16]=3)[N:14]=2)[N:3]=1.[C:22]([Zn])#[N:23]>CN(C=O)C.C1C=CC([P]([Pd]([P](C2C=CC=CC=2)(C2C=CC=CC=2)C2C=CC=CC=2)([P](C2C=CC=CC=2)(C2C=CC=CC=2)C2C=CC=CC=2)[P](C2C=CC=CC=2)(C2C=CC=CC=2)C2C=CC=CC=2)(C2C=CC=CC=2)C2C=CC=CC=2)=CC=1>[CH3:21][N:11]1[CH:12]=[C:13]([C:15]2[CH:20]=[CH:19][CH:18]=[CH:17][CH:16]=2)[N:14]=[C:10]1[CH:9]=[CH:8][C:4]1[N:3]=[C:2]([C:22]#[N:23])[CH:7]=[CH:6][CH:5]=1 |^1:33,35,54,73|. Reported procedure: To a solution of 2-bromo-6-(2-(1-methyl-4-phenyl-1H-imidazol-2-yl)vinyl)pyridine (120 mg, 0.354 mmol) in dry DMF (3 mL) was added cyanozinc (97 mg, 1.062 mmol) and tetrakis(triphenylphosphine)palladium(0) (41 mg, 0.035 mmol). The mixture was stirred at 130° C. for 3 h in a microwave. The residue was then filtered. The filtrate was concentrated and purified by reverse phase column chromatography to yield 6-(2-(1-methyl-4-phenyl-1H-imidazol-2-yl)vinyl)-picolinonitrile (100 mg) as a yellow solid. M... Reactants: O1CCOC12CCC(CC2)=O (1,4-dioxaspiro[4.5]decan-8-one), O1NCCCC1 (1,2-oxazinane), C(C)(=O)O[BH-](OC(C)=O)OC(C)=O.[Na+] (sodium triacetoxyborohydride). The solvent is C(C)#N (acetonitrile). Reaction conditions: time 18 hour. Product: O1CCOC12CCC(CC2)N2OCCCC2 (2-(1,4-dioxaspiro[4.5]decan-8-yl)-1,2-oxazinane). RXN SMILES: [O:1]1[C:5]2([CH2:10][CH2:9][C:8](=O)[CH2:7][CH2:6]2)[O:4][CH2:3][CH2:2]1.[O:12]1[CH2:17][CH2:16][CH2:15][CH2:14][NH:13]1.C(O[BH-](OC(=O)C)OC(=O)C)(=O)C.[Na+]>C(#N)C>[O:1]1[C:5]2([CH2:10][CH2:9][CH:8]([N:13]3[CH2:14][CH2:15][CH2:16][CH2:17][O:12]3)[CH2:7][CH2:6]2)[O:4][CH2:3][CH2:2]1 |f:2.3|. Procedure: 1,4-dioxaspiro[4.5]decan-8-one (358.5 mg, 2.3 mmol), and 1,2-oxazinane (200 mg, 2.3 mmol), and sodium triacetoxyborohydride (1.46 g, 6.9 mmol) were taken in acetonitrile and stirred for 18 h at room temperature. The mixture concentrated under vacuum and the residue basified with NaHCO3, saturated with solid NaCl and extracted with EtOAc/iPrOH (4:1) four times. Organic layer separated, dried over Na2SO4 and evaporated. Residue purified by silica column chromatography to give the title compound. Starting materials: COc1ccccc1Oc1c(NS(=O)(=O)c2ccc(C(C)(C)C)cc2)nc(-c2ncccn2)nc1OCCCN, CCS(=O)(=O)Cl. The product is CCS(=O)(=O)NCCCOc1nc(-c2ncccn2)nc(NS(=O)(=O)c2ccc(C(C)(C)C)cc2)c1Oc1ccccc1OC. Reaction SMILES: [C:1]([CH3:2])([CH3:3])([CH3:4])[c:5]1[cH:6][cH:7][c:8]([S:11](=[O:12])(=[O:13])[NH:14][c:15]2[n:16][c:17](-[c:35]3[n:36][cH:37][cH:38][cH:39][n:40]3)[n:18][c:19]([O:30][CH2:31][CH2:32][CH2:33][NH2:34])[c:20]2[O:21][c:22]2[c:23]([O:28][CH3:29])[cH:24][cH:25][cH:26][cH:27]2)[cH:9][cH:10]1.[CH2:41]([CH3:42])[S:43](=[O:44])(=[O:45])[Cl:46]>>[C:1]([CH3:2])([CH3:3])([CH3:4])[c:5]1[cH:6][cH:7][c:8]([S:11](=[O:12])(=[O:13])[NH:14][c:15]2[n:16][c:17](-[c:35]3[n:36][cH:37][cH:38][cH:39][n:40]3)[n:18][c:19]([O:30][CH2:31][CH2:32][CH2:33][NH:34][S:43]([CH2:41][CH3:42])(=[O:44])=[O:45])[c:20]2[O:21][c:22]2[c:23]([O:28][CH3:29])[cH:24][cH:25][cH:26][cH:27]2)[cH:9][cH:10]1.